The task is: describe an organic reaction: reactants, conditions, products, and yield. This data is from the Open Reaction Database (ORD), a public repository of structured organic reaction records. Product: CC(C)(C)OC(=O)NC(C(=O)OCC(=O)c1ccccc1)c1ccc(OCC(=O)c2ccccc2)cc1. Reactants: O=C(CBr)c1ccccc1, O=C([O-])[O-], CC(C)(C)OC(=O)NC(C(=O)OCC(=O)c1ccccc1)c1ccc(O)cc1, CC(C)=O, [K+], [K+]. As a reaction SMILES: [Br:29][CH2:30][C:31](=[O:32])[c:33]1[cH:34][cH:35][cH:36][cH:37][cH:38]1.[C:39](=[O:40])([O-:41])[O-:42].[CH2:1]([C:2](=[O:3])[c:4]1[cH:5][cH:6][cH:7][cH:8][cH:9]1)[O:10][C:11]([CH:12]([NH:13][C:14](=[O:15])[O:16][C:17]([CH3:18])([CH3:19])[CH3:20])[c:21]1[cH:22][cH:23][c:24]([OH:27])[cH:25][cH:26]1)=[O:28].[CH3:45][C:46](=[O:47])[CH3:48].[K+:43].[K+:44]>>[CH2:1]([C:2](=[O:3])[c:4]1[cH:5][cH:6][cH:7][cH:8][cH:9]1)[O:10][C:11]([CH:12]([NH:13][C:14](=[O:15])[O:16][C:17]([CH3:18])([CH3:19])[CH3:20])[c:21]1[cH:22][cH:23][c:24]([O:27][CH2:30][C:31](=[O:32])[c:33]2[cH:34][cH:35][cH:36][cH:37][cH:38]2)[cH:25][cH:26]1)=[O:28].